From a dataset of the Open Reaction Database (ORD), a public repository of structured organic reaction records. describe an organic reaction: reactants, conditions, products, and yield Product: Cc1ccc(-c2ccccc2)cc1CN. Reactants: C1COCCO1, CCO, Cc1ccc(-c2ccccc2)cc1C#N, N, O. RXN SMILES: [CH2:21]1[O:22][CH2:23][CH2:24][O:25][CH2:26]1.[CH3:16][CH2:17][OH:18].[CH3:1][c:2]1[c:3]([C:4]#[N:5])[cH:6][c:7](-[c:10]2[cH:11][cH:12][cH:13][cH:14][cH:15]2)[cH:8][cH:9]1.[NH3:20].[OH2:19]>>[CH3:1][c:2]1[c:3]([CH2:4][NH2:5])[cH:6][c:7](-[c:10]2[cH:11][cH:12][cH:13][cH:14][cH:15]2)[cH:8][cH:9]1. The reactants are N1=CC(=CC=C1)C(C[N+](=O)[O-])C1CC2C(CN1CC2)=O (6-(1-(3-Pyridinyl)-2-nitroethyl)-1-azabicyclo[2.2.2]octan-3-one), C(C)O (ethanol). The reagents and catalysts are [Ni] (Raney nickel). Reaction conditions: time 48 hour. Product: 3-pyridin-3-yl, CCCCCCCCCCC (undecane). Isolated yield 67.0%. As a reaction SMILES: N1[CH:6]=[CH:5][CH:4]=[C:3]([CH:7]([CH:12]2N3[CH2:18][CH2:19][CH:14](C(=O)C3)[CH2:13]2)C[N+]([O-])=O)C=1.[CH2:21](O)C>[Ni]>[CH3:21][CH2:18][CH2:19][CH2:14][CH2:13][CH2:12][CH2:7][CH2:3][CH2:4][CH2:5][CH3:6]. Procedure details: 6-(1-(3-Pyridinyl)-2-nitroethyl)-1-azabicyclo[2.2.2]octan-3-one (14.0 g, 0.046 mol) was dissolved in ethanol (200 mL), and then Raney nickel was added under nitrogen. The mixture was subjected to hydrogenolysis (40 psi H2) for 48 h and then filtered through Celite and concentrated by rotary evaporation to a crude brown residue. The residue was purified by column chromatography, using chloroform/methanol/ammonia (80:20:1, v/v) as eluent, to yield 3-pyridin-3-yl-1,5-diazatricyclo[5.2.2.0<2,6>]unde... The reactants are C1(=CC=CC2=CC=CC=C12)C1SC2=C(N3C(C1=O)=CC=C3)C=CC=C2 ((±)-6-(1-naphthyl)pyrrolo[2,1-d][1,5]benzothiazepin-7(6H)-one), [H-].[K+] (potassium hydride), CN(C(=O)Cl)C (dimethylcarbamoyl chloride). Run in C1CCOC1 (THF), C1CCOC1 (THF). Run at time 2 hour. Yields the product CN(C(=O)OC1=C(SC2=C(N3C1=CC=C3)C=CC=C2)C2=CC=CC3=CC=CC=C23)C (7-((Dimethylcarbamoyl)oxy)-6-(1-naphthyl)pyrrolo[2,1-d][1,5]benzothiazepine). The yield is 82.0%. RXN SMILES: [H-].[K+].[C:3]1([CH:13]2[C:19](=[O:20])[C:18]3=[CH:21][CH:22]=[CH:23][N:17]3[C:16]3[CH:24]=[CH:25][CH:26]=[CH:27][C:15]=3[S:14]2)[C:12]2[C:7](=[CH:8][CH:9]=[CH:10][CH:11]=2)[CH:6]=[CH:5][CH:4]=1.[CH3:28][N:29]([CH3:33])[C:30](Cl)=[O:31]>C1COCC1>[CH3:28][N:29]([CH3:33])[C:30]([O:20][C:19]1[C:18]2=[CH:21][CH:22]=[CH:23][N:17]2[C:16]2[CH:24]=[CH:25][CH:26]=[CH:27][C:15]=2[S:14][C:13]=1[C:3]1[C:12]2[C:7](=[CH:8][CH:9]=[CH:10][CH:11]=2)[CH:6]=[CH:5][CH:4]=1)=[O:31] |f:0.1|. Reported procedure: To a suspension of potassium hydride (0.167 g, 1.46 mmol, 35% in oil) in anhydrous THF (4.0 mL) was added the the (±)-6-(1-naphthyl)pyrrolo[2,1-d][1,5]benzothiazepin-7(6H)-one (500 mg, 1.46 mmol) dissolved in anhydrous THF (5 mL). The reaction mixture was stirred at rt for 2 h, and then dimethylcarbamoyl chloride (0.181 g, 1.68 mmol) was slowly added. After stirring for 8 h at 30° C., the solvent was removed in vacuo and the residue was dissolved in EtOAc. The organic layer was washed with brine... The reactants are [Li]CCCC (n-BuLi), C1(CCCC1)C(CCC1=CC(=C(C=C1)C(F)F)F)=O (1-cyclopentyl-3-[4-(difluoromethyl)-3-fluorophenyl]propan-1-one), [H-].[Na+] (NaH), ClC(C(=O)OC)C(=O)C (methyl 2-chloroacetoacetate), [NH4+].[Cl-] (NH4Cl). Solvent: C(C)(=O)OCC (ethyl acetate), C1CCOC1 (THF), C1CCOC1 (THF), C1CCOC1 (THF). Run at temperature -40 celsius, time 30 minute. Yields the product ethyl acetate hexanes, ClC(C(=O)OC)C(CC(CCC1=CC(=C(C=C1)C(F)F)F)(O)C1CCCC1)=O (methyl 2-chloro-5-cyclopentyl-7-[4-(difluoromethyl)-3-fluorophenyl]-5-hydroxy-3-oxoheptanoate). Yield: 56.2%. Reaction SMILES: [H-].[Na+].[Cl:3][CH:4]([C:9]([CH3:11])=[O:10])[C:5]([O:7][CH3:8])=[O:6].[Li]CCCC.[CH:17]1([C:22](=[O:35])[CH2:23][CH2:24][C:25]2[CH:30]=[CH:29][C:28]([CH:31]([F:33])[F:32])=[C:27]([F:34])[CH:26]=2)[CH2:21][CH2:20][CH2:19][CH2:18]1.[NH4+].[Cl-]>C1COCC1.C(OCC)(=O)C>[Cl:3][CH:4]([C:9](=[O:10])[CH2:11][C:22]([CH:17]1[CH2:21][CH2:20][CH2:19][CH2:18]1)([OH:35])[CH2:23][CH2:24][C:25]1[CH:30]=[CH:29][C:28]([CH:31]([F:32])[F:33])=[C:27]([F:34])[CH:26]=1)[C:5]([O:7][CH3:8])=[O:6] |f:0.1,5.6|. Reported procedure: To a slurry of NaH (450 mg, 18.65 mmol) in dry THF (6 mL) at −40° C. under nitrogen was added a cold solution of methyl 2-chloroacetoacetate (2.67 g, 17.76 mmol) in 20 mL dry THF (20 mL) at such a rate that the temperature was maintained within 5° C. of −40° C. When the addition was complete, the mixture was stirred at this temperature for an additional 30 min, then cooled to −70° C. with a dry ice/acetone bath. Cold n-BuLi (9 mL, 2.08 M, 18.65 mmol) was slowly added via syringe, maintaining the... Starting materials: CC(=O)OC(C)=O, COc1cc2c(cc1O)CN1CCc3cc(OC)c(OC)cc3C1C2, c1ccncc1. Product: COc1cc2c(cc1OC)C1Cc3cc(OC)c(OC(C)=O)cc3CN1CC2. RXN SMILES: [CH3:26][C:27](=[O:28])[O:29][C:30](=[O:31])[CH3:32].[OH:1][c:2]1[c:3]([O:24][CH3:25])[cH:4][c:5]2[c:6]([cH:23]1)[CH2:7][N:8]1[CH2:9][CH2:10][c:11]3[c:12]([cH:15][c:16]([O:21][CH3:22])[c:17]([O:19][CH3:20])[cH:18]3)[CH:13]1[CH2:14]2.[cH:33]1[cH:34][cH:35][n:36][cH:37][cH:38]1>>[O:1]([c:2]1[c:3]([O:24][CH3:25])[cH:4][c:5]2[c:6]([cH:23]1)[CH2:7][N:8]1[CH2:9][CH2:10][c:11]3[c:12]([cH:15][c:16]([O:21][CH3:22])[c:17]([O:19][CH3:20])[cH:18]3)[CH:13]1[CH2:14]2)[C:27]([CH3:26])=[O:28]. The reactants are C(C1=CC=CC=C1)N1CCC(CC1)C1=NCCC2=C1C=CS2 (4-(1-Benyl-4-piperidinyl)-6,7-dihydro-thieno[3,2-c]pyridine). Reagents/catalysts: [Pd] (Pd/C), [Pd] (Pd/C). The solvent is C(C)O (ethanol). Conditions: time 50 minute. Yields the product C(C1=CC=CC=C1)N1CCC(CC1)C1=NC=CC2=C1C=CS2 (4-(1-Benzyl-4-piperidinyl)thieno[3,2-c]pyridine). RXN SMILES: [CH2:1]([N:8]1[CH2:13][CH2:12][CH:11]([C:14]2[C:19]3[CH:20]=[CH:21][S:22][C:18]=3[CH2:17][CH2:16][N:15]=2)[CH2:10][CH2:9]1)[C:2]1[CH:7]=[CH:6][CH:5]=[CH:4][CH:3]=1>C(O)C.[Pd]>[CH2:1]([N:8]1[CH2:9][CH2:10][CH:11]([C:14]2[C:19]3[CH:20]=[CH:21][S:22][C:18]=3[CH:17]=[CH:16][N:15]=2)[CH2:12][CH2:13]1)[C:2]1[CH:3]=[CH:4][CH:5]=[CH:6][CH:7]=1. Reported procedure: 6.5 g of the compound obtained in Step D and 0.3 g of Pd/C (5%) are heated for 40 minutes at 220-240° C. under nitrogen, and then 0.3 g of Pd/C is added again and the reaction is continued for 50 minutes. After returning to ambient temperature, taking up in ethanol, filtration over Celite and concentration under reduced pressure, chromatography of the residue on silica gel (dichloromethane/methanol: 95/5) enables the expected product to be isolated.